The task is: describe an organic reaction: reactants, conditions, products, and yield. This data is from the Open Reaction Database (ORD), a public repository of structured organic reaction records. The reactants are CC1=C(C=2C=C(C=C3CCCN1C23)[N+](=O)[O-])CC(=O)O (5,6-dihydro-2-methyl-8-nitro-4H-pyrrolo[3,2,1-ij]quinoline-1-acetic acid), C(C)O (ethanol), S(O)(O)(=O)=O (sulfuric acid), C(C)O (ethanol). Reaction SMILES: [CH3:1][C:2]1[N:12]2[C:13]3[C:8]([CH2:9][CH2:10][CH2:11]2)=[CH:7][C:6]([N+:14]([O-:16])=[O:15])=[CH:5][C:4]=3[C:3]=1[CH2:17][C:18]([OH:20])=[O:19].S(=O)(=O)(O)O.[CH2:26](O)[CH3:27]>>[CH3:1][C:2]1[N:12]2[C:13]3[C:8]([CH2:9][CH2:10][CH2:11]2)=[CH:7][C:6]([N+:14]([O-:16])=[O:15])=[CH:5][C:4]=3[C:3]=1[CH2:17][C:18]([O:20][CH2:26][CH3:27])=[O:19]. Procedure details: 44.5 g of 5,6-dihydro-2-methyl-8-nitro-4H-pyrrolo[3,2,1-ij]quinoline-1-acetic acid (preparation see Example 20 A) were heated under reflux for 1 hour in 450 ml of ethanol after addition of 8.63 ml of sulfuric acid. To work up the reaction mixture the ethanol was removed by evaporation, the residue was taken up in a mixture of water and dichloromethane, and the organic phase was separated, washed with water until neutral, dried and evaporated. Some diethyl ether was added to the oily crude produc... Yields the product CC1=C(C=2C=C(C=C3CCCN1C23)[N+](=O)[O-])CC(=O)OCC (ethyl 5,6-dihydro-2-methyl-8-nitro-4H-pyrrolo[3,2,1-ij]quinoline-1-acetate). The reactants are OC=1C=CC(=C(C=O)C1)[N+](=O)[O-] (5-hydroxy-2-nitrobenzaldehyde), BrCCCC(=O)OCC (ethyl 4-bromobutanoate), C([O-])([O-])=O.[K+].[K+] (potassium carbonate). Solvent: CN(C=O)C (dimethylformamide). Run at temperature 100 celsius. Yields the product C(=O)C=1C=C(C=CC1[N+](=O)[O-])OCCCC(=O)OCC (ethyl 4-((3-formyl-4-nitrophenyl)oxy)butanoate). As a reaction SMILES: [OH:1][C:2]1[CH:3]=[CH:4][C:5]([N+:10]([O-:12])=[O:11])=[C:6]([CH:9]=1)[CH:7]=[O:8].Br[CH2:14][CH2:15][CH2:16][C:17]([O:19][CH2:20][CH3:21])=[O:18].C(=O)([O-])[O-].[K+].[K+]>CN(C)C=O>[CH:7]([C:6]1[CH:9]=[C:2]([O:1][CH2:14][CH2:15][CH2:16][C:17]([O:19][CH2:20][CH3:21])=[O:18])[CH:3]=[CH:4][C:5]=1[N+:10]([O-:12])=[O:11])=[O:8] |f:2.3.4|. Procedure: To a solution of 5-hydroxy-2-nitrobenzaldehyde (84.0 g) and ethyl 4-bromobutanoate (86 ml) in dry dimethylformamide (500 ml) blanketed under dry nitrogen was added potassium carbonate (76.0 g). The reaction mixture was heated to 100° C. for 1 hour. This mixture was cooled, and the solvent removed by evaporation to give a drak brown syrup. This residue was partitioned between ethyl acetate and saturated sodium carbonate (500 ml each). The organic layer was washed with additional saturated sodium ... The reactants are C[O-].[Na+] (sodium methoxide), [Na] (sodium), Cl.FC=1C=C(C(=N)N)C=CC1F (3,4-difluorobenzamidine hydrochloride), α-ethyl-β-dimethylaminoacrolein. Solvent: CO (methanol). Product: C(C)C=1C=NC(=NC1)C1=CC(=C(C=C1)F)F (5-ethyl-2-(3,4-difluorophenyl)pyrimidine). Isolated yield 106.0%. RXN SMILES: C[O-].[Na+].[Na].Cl.[F:6][C:7]1[CH:8]=[C:9]([CH:13]=[CH:14][C:15]=1[F:16])[C:10]([NH2:12])=[NH:11]>CO>[CH2:8]([C:9]1[CH:10]=[N:11][C:10]([C:9]2[CH:13]=[CH:14][C:15]([F:16])=[C:7]([F:6])[CH:8]=2)=[N:12][CH:13]=1)[CH3:7] |f:0.1,3.4,^1:3|. Reported procedure: To a solution of sodium methoxide prepared by dissolving metallic sodium (2.8 g) dissolved in anhydrous methanol (20 cc) were added 3,4-difluorobenzamidine hydrochloride (11.6 g, 0.06 mol) and α-ethyl-β-dimethylaminoacrolein (8.9 g, 0.066 mol), followed by heating the mixture under reflux for 6 hours, thereafter distilling off methanol at the atmospheric pressure, adding toluene (20 cc) to the reaction residue to extract the product, washing the extraction solution with water, drying the toluene... Reactants: C(C=C)(=O)Cl (Acryloyl chloride), O1C=CC=C1 (furan), [Al+3].[Cl-].[Cl-].[Cl-] (AlCl3). Run in C(Cl)Cl (CH2Cl2). The product is O1C(=CC=C1)C(=O)C=C (2-furyl vinylketone). As a reaction SMILES: [C:1](Cl)(=[O:4])[CH:2]=[CH2:3].[O:6]1[CH:10]=[CH:9][CH:8]=[CH:7]1.[Al+3].[Cl-].[Cl-].[Cl-]>C(Cl)Cl>[O:6]1[CH:10]=[CH:9][CH:8]=[C:7]1[C:1]([CH:2]=[CH2:3])=[O:4] |f:2.3.4.5|. Reported procedure: Acryloyl chloride (0.45 g), furan (0.34 g), and AlCl3 (0.66 g) were reacted in CH2Cl2 at −60° C. The reactants are CCO, CC(=O)Nc1ccc(C2CCCCC2)c([N+](=O)[O-])c1, O=C[O-], [NH4+]. The product is CC(=O)Nc1ccc(C2CCCCC2)c(N)c1. As a reaction SMILES: [CH3:24][CH2:25][OH:26].[CH:1]1([c:7]2[c:8]([N+:17]([O-:18])=[O:19])[cH:9][c:10]([NH:13][C:14]([CH3:15])=[O:16])[cH:11][cH:12]2)[CH2:2][CH2:3][CH2:4][CH2:5][CH2:6]1.[CH:20]([O-:21])=[O:22].[NH4+:23]>>[CH:1]1([c:7]2[c:8]([NH2:17])[cH:9][c:10]([NH:13][C:14]([CH3:15])=[O:16])[cH:11][cH:12]2)[CH2:2][CH2:3][CH2:4][CH2:5][CH2:6]1. The reactants are S(=O)([O-])S(=O)[O-].[Na+].[Na+] (sodium hydrosulfite), FC=1C=C(COC=2C=CC(=C(C#N)C2)[N+](=O)[O-])C=C(C1)F (5-[(3,5-difluorobenzyl)oxy]-2-nitrobenzonitrile), [OH-].[Na+] (NaOH). Yields the product NC1=C(C#N)C=C(C=C1)OCC1=CC(=CC(=C1)F)F (2-amino-5-[(3,5-difluorobenzyl)oxy]benzonitrile). Procedure details: A solution of 85% sodium hydrosulfite (38.1 g, 186 mmol) in water (200 mL) was added dropwise to a mixture of 5-[(3,5-difluorobenzyl)oxy]-2-nitrobenzonitrile (9 g, 31 mmol) and tetrabutylammonium chloride (5.86 g, 21.1 mmol) in dichloromethane (200 mL) under vigorous stirring. After 2 hours, the reaction mixture was cooled at 0° C. and 2N NaOH (200 mL) was added to reach a pH value of 12. The organic phase was separated and the acqueous layer was washed with dichloromethane. Organic phases were ... RXN SMILES: S(S([O-])=O)([O-])=O.[Na+].[Na+].[F:9][C:10]1[CH:11]=[C:12]([CH:26]=[C:27]([F:29])[CH:28]=1)[CH2:13][O:14][C:15]1[CH:16]=[CH:17][C:18]([N+:23]([O-])=O)=[C:19]([CH:22]=1)[C:20]#[N:21].[OH-].[Na+]>O.[Cl-].C([N+](CCCC)(CCCC)CCCC)CCC.ClCCl>[NH2:23][C:18]1[CH:17]=[CH:16][C:15]([O:14][CH2:13][C:12]2[CH:26]=[C:27]([F:29])[CH:28]=[C:10]([F:9])[CH:11]=2)=[CH:22][C:19]=1[C:20]#[N:21] |f:0.1.2,4.5,7.8|. Run at temperature 0 celsius, time 2 hour. The solvent is O (water), ClCCl (dichloromethane). Reagents/catalysts: [Cl-].C(CCC)[N+](CCCC)(CCCC)CCCC (tetrabutylammonium chloride). Yield: 94.2%. Yield: 51.5%. The product is C1=CC(=CN=C1)NC2=NC=CC(=C2)Cl. Reported procedure: pyridin-3-amine (95 mg, 1.01 mmol), 2,4-dichloropyridine (0.151 mL, 1.01 mmol), 4,5-bis(diphenylphosphino)-9,9-dimethylxanthene (70.4 mg, 0.12 mmol) and cesium carbonate (660 mg, 2.03 mmol) were stirred in dioxane (5 mL). The mixture was purged with nitrogen for 10 minutes. Palladium(II) acetate (22.76 mg, 0.10 mmol) was added and the mixture heated at 100 °C for 2h. The mixture was cooled, filtered and concentrated. The crude product was purified by flash silica chromatography, eluting gradient... Conditions: temperature 100 celsius. The solvent is C1COCCO1. The reagents and catalysts are C(=O)([O-])[O-].[Cs+].[Cs+], CC1(C2=C(C(=CC=C2)P(C3=CC=CC=C3)C4=CC=CC=C4)OC5=C1C=CC=C5P(C6=CC=CC=C6)C7=CC=CC=C7)C, CC(=O)O.CC(=O)O.[Pd]. Starting materials: C1=CC(=CN=C1)N, C1=CN=C(C=C1Cl)Cl. Reactants: P(OC)(OC)[O-] (dimethyl phosphite), Cl (HCl), [Mg] (magnesium), II (iodine), BrC1=CC(=C(C(=C1)C(C)(C)C)OC)C(C)(C)C (4-bromo-2,6-di-tert-butylanisole). Run in O (water), C1(=CC=CC=C1)C (toluene), C1CCOC1 (THF). Conditions: temperature 5 celsius, time 1 hour. Yields the product C(C)(C)(C)C=1C=C(C=C(C1OC)C(C)(C)C)P(C1=CC(=C(C(=C1)C(C)(C)C)OC)C(C)(C)C)=O (Bis(3,5-di-tert-butyl-4-methoxyphenyl)phosphine oxide). Yield: 27.2%. RXN SMILES: [Mg].II.Br[C:5]1[CH:10]=[C:9]([C:11]([CH3:14])([CH3:13])[CH3:12])[C:8]([O:15][CH3:16])=[C:7]([C:17]([CH3:20])([CH3:19])[CH3:18])[CH:6]=1.[P:21]([O-:26])(OC)OC.Cl>C1COCC1.C1(C)C=CC=CC=1.O>[C:17]([C:7]1[CH:6]=[C:5]([PH:21](=[O:26])[C:5]2[CH:10]=[C:9]([C:11]([CH3:13])([CH3:14])[CH3:12])[C:8]([O:15][CH3:16])=[C:7]([C:17]([CH3:20])([CH3:19])[CH3:18])[CH:6]=2)[CH:10]=[C:9]([C:11]([CH3:14])([CH3:13])[CH3:12])[C:8]=1[O:15][CH3:16])([CH3:20])([CH3:19])[CH3:18]. Procedure details: Under argon atmosphere, a solution of magnesium (4.0 g, 0.95 equivalents) and a small amount of iodine in THF (50 mL) was stirred at room temperature for 1 hour. After 4-bromo-2,6-di-tert-butylanisole (52 g, 0.175 mol) synthesized in Reference Example 2 was added at 46° C. to 53° C. thereto, the mixture was stirred at 5° C. for 1 hour. Then, dimethyl phosphite (11.4 g, 0.52 equivalents) was added and the mixture was stirred at 5° C. for 1 hour. After water (50 mL) was added at 3° C. and toluene ...